Dataset: the Open Reaction Database (ORD), a public repository of structured organic reaction records. Task: describe an organic reaction: reactants, conditions, products, and yield Reactants: ClC1=C(N=CN(C1=O)C=1C=C(C(=O)NCC(=O)N)C=CC1C)OCC1=C(C=C(C=C1)F)F (3-[5-chloro-4-[(2,4-difluorobenzyl)oxy]-6-oxopyrimidin-1(6H)-yl]-N-[1-(aminocarbonyl)methyl]-4-methylbenzamide), Cl.NCC(=O)N (glycineamide HCl). The product is NC(=O)[C@H](C)NC(C1=CC(=C(C=C1)C)N1C=NC(=C(C1=O)Cl)OCC1=C(C=C(C=C1)F)F)=O (N-[(1S)-1-(aminocarbonyl)ethyl]-3-[5-chloro-4-[(2,4-difluorobenzyl)oxy]-6-oxopyrimidin-1(6H)-yl]-4-methylbenzamide). Reaction SMILES: [Cl:1][C:2]1[C:7](=[O:8])[N:6]([C:9]2[CH:10]=[C:11]([CH:19]=[CH:20][C:21]=2[CH3:22])[C:12]([NH:14][CH2:15][C:16]([NH2:18])=[O:17])=[O:13])[CH:5]=[N:4][C:3]=1[O:23][CH2:24][C:25]1[CH:30]=[CH:29][C:28]([F:31])=[CH:27][C:26]=1[F:32].Cl.N[CH2:35]C(N)=O>>[NH2:18][C:16]([C@@H:15]([NH:14][C:12](=[O:13])[C:11]1[CH:19]=[CH:20][C:21]([CH3:22])=[C:9]([N:6]2[C:7](=[O:8])[C:2]([Cl:1])=[C:3]([O:23][CH2:24][C:25]3[CH:30]=[CH:29][C:28]([F:31])=[CH:27][C:26]=3[F:32])[N:4]=[CH:5]2)[CH:10]=1)[CH3:35])=[O:17] |f:1.2|. Procedure: The title compound was prepared using a procedure similar to that used in Step 4 of the synthesis of 3-[5-chloro-4-[(2,4-difluorobenzyl)oxy]-6-oxopyrimidin-1(6H)-yl]-N-[1-(aminocarbonyl)methyl]-4-methylbenzamide by substituting L-alaninamide HCl for glycineamide HCl. 1H NMR (CD3OD/400 MHz) δ8.32 (s, 1H), 7.96 (m, 1H), 7.82 (m, 1H), 7.61 (q, 1H, J=6.4 Hz), 7.53 (d, 1H, J=8.0 Hz), 7.02 (m, 2H), 5.60 (m, 2H), 4.55 (q, 1H, J=6.0 Hz), 2.20 (s, 3H), 1.45 (d, 3H, J=6.0 Hz). ESHRMS m/z 477.1141 (M+H cal... The reactants are C=1(O)C(O)=CC=CC1 (catechol), [O-]CCCC.[Hf+4].[O-]CCCC.[O-]CCCC.[O-]CCCC (hafnium(IV) butoxide). Run in C1(=CC=CC=C1)C (toluene). Run at temperature 100 celsius. Yields the product C=1([O-])C([O-])=CC=CC1.[Hf+4].C=1([O-])C([O-])=CC=CC1 (Hafnium Catecholate). As a reaction SMILES: [C:1]1([C:3](=[CH:5][CH:6]=[CH:7][CH:8]=1)[OH:4])[OH:2].[O-]CCCC.[Hf+4:14].[O-]CCCC.[O-]CCCC.[O-]CCCC>C1(C)C=CC=CC=1>[C:1]1([C:3](=[CH:5][CH:6]=[CH:7][CH:8]=1)[O-:4])[O-:2].[Hf+4:14].[C:1]1([C:3](=[CH:5][CH:6]=[CH:7][CH:8]=1)[O-:4])[O-:2] |f:1.2.3.4.5,7.8.9|. Reported procedure: A solution of catechol (2.34 g, 2.12 mmol) and toluene (26 ml) was dehydrated by distilling 5 mL of the solution. Thereafter, 5.00 g (10.6 mmol) of hafnium(IV) butoxide was added to the solution while stirring. The mixed solution was refluxed for 1 hour, and then, while the distillation temperature was 100° C. or higher, distilled until the amount of the solution became half. After the distillation, solid content of the product was isolated by suction filtering using a membrane suction filter. T...